This data is from the Open Reaction Database (ORD), a public repository of structured organic reaction records. The task is: describe an organic reaction: reactants, conditions, products, and yield Starting materials: CC(C)(C)OC(=O)N1CCC(O)CC1, CI, CN(C)C=O, [H-], [Na+]. Yields the product COC1CCN(C(=O)OC(C)(C)C)CC1. Reaction SMILES: [C:3]([CH3:4])([CH3:5])([CH3:6])[O:7][C:8](=[O:9])[N:10]1[CH2:11][CH2:12][CH:13]([OH:16])[CH2:14][CH2:15]1.[CH3:17][I:18].[CH3:19][N:20]([CH3:21])[CH:22]=[O:23].[H-:1].[Na+:2]>>[C:3]([CH3:4])([CH3:5])([CH3:6])[O:7][C:8](=[O:9])[N:10]1[CH2:11][CH2:12][CH:13]([O:16][CH3:17])[CH2:14][CH2:15]1. The reactants are FC1=CC=C(C(=O)Cl)C=C1 (para-fluorobenzoylchloride), Cl.NC1=CC=C(C=CC(=O)O)C=C1 (Para-aminocinnamic acid hydrochloride), Cl (hydrochloric acid). Solvent: N1=CC=CC=C1 (pyridine), CC(=O)N(C)C (dimethylacetamide). Conditions: temperature 0 celsius. Yields the product FC1=CC=C(C(=O)C(C(=O)O)=CC2=CC=C(C=C2)N)C=C1 ((para-fluorbenzoyl)-para-aminocinnamic acid). Yield: 90.0%. RXN SMILES: Cl.[NH2:2][C:3]1[CH:13]=[CH:12][C:6]([CH:7]=[CH:8][C:9]([OH:11])=[O:10])=[CH:5][CH:4]=1.[F:14][C:15]1[CH:23]=[CH:22][C:18]([C:19](Cl)=[O:20])=[CH:17][CH:16]=1.Cl>CC(N(C)C)=O.N1C=CC=CC=1>[F:14][C:15]1[CH:23]=[CH:22][C:18]([C:19]([C:8](=[CH:7][C:6]2[CH:5]=[CH:4][C:3]([NH2:2])=[CH:13][CH:12]=2)[C:9]([OH:11])=[O:10])=[O:20])=[CH:17][CH:16]=1 |f:0.1|. Procedure details: Para-aminocinnamic acid hydrochloride (0.1 mol, 19.96 g) was dissolved in 100 milliliters (ml) of dimethylacetamide and 30 ml pyridine, then 0.1 mol of para-fluorobenzoylchloride was added dropwise while the solution was maintained at 0° C. The solution was allowed to react for about 5 hours at room temperature, and then neutralized to a pH of 6 to 7 with hydrochloric acid. The solution was filtered to obtain a reaction intermediate. The intermediate was washed with water, dried under a vacuum a... Reactants: 32, Br.BrCCN (2-bromoethanamine hydrobromide), 13, [OH-].[Na+] (sodium hydroxide), 23.5, FC1=CC(=C(C(=O)Cl)C=C1)[N+](=O)[O-] (4-fluoro-2-nitrobenzoyl chloride). Run in O (water), O (water), C1=CC=CC=C1 (benzene). Reaction conditions: time 2 hour. Product: 30, BrCCNC(C1=C(C=C(C=C1)F)[N+](=O)[O-])=O (N-(2-bromoethyl)-4-fluoro-2-nitrobenzamide). Isolated yield 93.6%. RXN SMILES: Br.[Br:2][CH2:3][CH2:4][NH2:5].[F:6][C:7]1[CH:15]=[CH:14][C:10]([C:11](Cl)=[O:12])=[C:9]([N+:16]([O-:18])=[O:17])[CH:8]=1.[OH-].[Na+]>O.C1C=CC=CC=1>[Br:2][CH2:3][CH2:4][NH:5][C:11](=[O:12])[C:10]1[CH:14]=[CH:15][C:7]([F:6])=[CH:8][C:9]=1[N+:16]([O-:18])=[O:17] |f:0.1,3.4|. Procedure details: To a stirred and cooled mixture of 32 parts of 2-bromoethanamine hydrobromide in 150 parts of water is added a solution of 23.5 parts of 4-fluoro-2-nitrobenzoyl chloride in 54 parts of benzene. While cooling to 0°-5° C and while stirring vigourously, there is added dropwise a solution of 13 parts of sodium hydroxide in 200 parts of water (exothermic reaction). Upon completion, stirring is continued for 2 hours at 0°-10° C. The precipitated product is filtered off, washed with water and dried, yi... Reactants: C1(=CC=CC=C1)O (phenol), [Si](Cl)(Cl)(Cl)Cl (silicon tetrachloride). Conditions: time 5 hour. Yields the product Cl[Si].C1(=CC=CC=C1)O (phenol chlorosilicon). Reaction SMILES: [C:1]1([OH:7])[CH:6]=[CH:5][CH:4]=[CH:3][CH:2]=1.[Si:8](Cl)(Cl)(Cl)[Cl:9]>>[Cl:9][Si:8].[C:1]1([OH:7])[CH:6]=[CH:5][CH:4]=[CH:3][CH:2]=1 |f:2.3|. Procedure: About 0.5 mol of fine granular hydrated silica, 0.5 mol of phenol and 1 mol of silicon tetrachloride are slowly added simultaneously while agitating and keeping the temperature below the boiling temperature of the mixture for 1 to 2 hours; the reaction is complete in 2 to 8 hours, thereby producing a phenol chlorosilicon acid resinous product. To this resinous product 1.5 mols of an amino compound, ethylene diamine, are slowly added while agitating for 1 to 2 hours, thereby producing white granu... Reported procedure: As described for example 162b, 6-[(5-methyl-3-phenyl-isoxazol-4-ylmethyl)-amino]-nicotinic acid (200 mg, 0.65 mmol) was converted using isopropylamine instead of ethanolamine to the title compound (SiO2, heptane:ethyl acetate=50:50 to 0:100, 185 mg, 82%) which was obtained as a white solid. MS: m/e=351.3 [M+H]+. Yields the product C(C)(C)NC(C1=CN=C(C=C1)NCC=1C(=NOC1C)C1=CC=CC=C1)=O (N-Isopropyl-6-[(5-methyl-3-phenyl-isoxazol-4-ylmethyl)-amino]-nicotinamide). Yield: 82.0%. RXN SMILES: [CH3:1][C:2]1[O:6][N:5]=[C:4]([C:7]2[CH:12]=[CH:11][CH:10]=[CH:9][CH:8]=2)[C:3]=1[CH2:13][NH:14][C:15]1[CH:23]=[CH:22][C:18]([C:19]([OH:21])=O)=[CH:17][N:16]=1.[CH:24]([NH2:27])([CH3:26])[CH3:25]>>[CH:24]([NH:27][C:19](=[O:21])[C:18]1[CH:22]=[CH:23][C:15]([NH:14][CH2:13][C:3]2[C:4]([C:7]3[CH:8]=[CH:9][CH:10]=[CH:11][CH:12]=3)=[N:5][O:6][C:2]=2[CH3:1])=[N:16][CH:17]=1)([CH3:26])[CH3:25]. Starting materials: CC1=C(C(=NO1)C1=CC=CC=C1)CNC1=NC=C(C(=O)O)C=C1 (6-[(5-methyl-3-phenyl-isoxazol-4-ylmethyl)-amino]-nicotinic acid), C(C)(C)N (isopropylamine). The reactants are CC(=O)O, COC(=O)Cn1nnnc1-c1ccccc1. The product is O=C(O)Cn1nnnc1-c1ccccc1. Reaction SMILES: [CH3:17][C:18](=[O:19])[OH:20].[c:1]1(-[c:7]2[n:8][n:9][n:10][n:11]2[CH2:12][C:13](=[O:14])[O:15][CH3:16])[cH:2][cH:3][cH:4][cH:5][cH:6]1>>[c:1]1(-[c:7]2[n:8][n:9][n:10][n:11]2[CH2:12][C:13](=[O:14])[OH:15])[cH:2][cH:3][cH:4][cH:5][cH:6]1. The reactants are C(C)(C)(C)OC(=O)N1CC(S(CC1)(=O)=O)C1=CC(=CC=C1)OC (2-(3-methoxyphenyl)-1,1-dioxo-1λ6-thiomorpholine-4-carboxylic acid tert-butyl ester), C(=O)(C(F)(F)F)O (TFA). Run in ClCCl (dichloromethane). Run at time 1 hour. Product: COC=1C=C(C=CC1)C1CNCCS1(=O)=O (2-(3-methoxyphenyl)-thiomorpholine 1,1-dioxide). The yield is 82.2%. RXN SMILES: C(OC([N:8]1[CH2:13][CH2:12][S:11](=[O:15])(=[O:14])[CH:10]([C:16]2[CH:21]=[CH:20][CH:19]=[C:18]([O:22][CH3:23])[CH:17]=2)[CH2:9]1)=O)(C)(C)C.C(O)(C(F)(F)F)=O>ClCCl>[CH3:23][O:22][C:18]1[CH:17]=[C:16]([CH:10]2[S:11](=[O:15])(=[O:14])[CH2:12][CH2:13][NH:8][CH2:9]2)[CH:21]=[CH:20][CH:19]=1. Reported procedure: In a 150 mL round-bottomed flask, 2-(3-methoxyphenyl)-1,1-dioxo-1λ6-thiomorpholine-4-carboxylic acid tert-butyl ester (435 mg, 1.27 mmol) was combined with dichloromethane (15 ml) to give a light yellow solution. To that was added 4 mL TFA. The resultant reaction mixture was stirred at room temperature for 1 h. Reaction was complete by LCMS. Reaction mixture was concentrated in vacuo. The residue was dissolved in dichloromethane, poured onto 10% NaHCO3 and extracted 3 times with dichloromethane.... Reactants: COC=CC=1C(=NC=CC1)N1C(CCCC1)=O (1-[3-(2-Methoxyethenyl)pyridin-2-yl]piperidin-2-one). Run in C(=O)O (formic acid), O (water). Run at temperature 50 celsius. The product is O=C1N(CCCC1)C1=NC=CC=C1CC=O ([2-(2-oxopiperidin-1-yl)pyridin-3-yl]acetaldehyde). As a reaction SMILES: C[O:2][CH:3]=[CH:4][C:5]1[C:6]([N:11]2[CH2:16][CH2:15][CH2:14][CH2:13][C:12]2=[O:17])=[N:7][CH:8]=[CH:9][CH:10]=1>C(O)=O.O>[O:17]=[C:12]1[CH2:13][CH2:14][CH2:15][CH2:16][N:11]1[C:6]1[C:5]([CH2:4][CH:3]=[O:2])=[CH:10][CH:9]=[CH:8][N:7]=1. Reported procedure: 1-[3-(2-Methoxyethenyl)pyridin-2-yl]piperidin-2-one a4-2 (0.340 g, 1.464 mmol, 1 eq) is dissolved in a mixture of formic acid and water (10 ml/0.5 ml). The reaction mixture is heated at 50° C. overnight. The solvent is removed under reduced pressure to afford crude [2-(2-oxopiperidin-1-yl)pyridin-3-yl]acetaldehyde a4-3 which is used in the next step without any further purification. Starting materials: CCc1cc(N(Cc2ccc(-c3ccccc3-c3nnn(C(c4ccccc4)(c4ccccc4)c4ccccc4)n3)cc2)C(C)=O)cc(CC)n1, Cl, C1COCCO1. Product: CCc1cc(N(Cc2ccc(-c3ccccc3-c3nnn[nH]3)cc2)C(C)=O)cc(CC)n1. Reaction SMILES: [CH2:2]([CH3:3])[c:4]1[n:5][c:6]([CH2:51][CH3:52])[cH:7][c:8]([N:10]([CH2:11][c:12]2[cH:13][cH:14][c:15](-[c:18]3[c:19](-[c:24]4[n:25][n:26][n:27]([C:29]([c:30]5[cH:31][cH:32][cH:33][cH:34][cH:35]5)([c:36]5[cH:37][cH:38][cH:39][cH:40][cH:41]5)[c:42]5[cH:43][cH:44][cH:45][cH:46][cH:47]5)[n:28]4)[cH:20][cH:21][cH:22][cH:23]3)[cH:16][cH:17]2)[C:48]([CH3:49])=[O:50])[cH:9]1.[ClH:1].[O:53]1[CH2:54][CH2:55][O:56][CH2:57][CH2:58]1>>[CH2:2]([CH3:3])[c:4]1[n:5][c:6]([CH2:51][CH3:52])[cH:7][c:8]([N:10]([CH2:11][c:12]2[cH:13][cH:14][c:15](-[c:18]3[c:19](-[c:24]4[n:25][n:26][n:27][nH:28]4)[cH:20][cH:21][cH:22][cH:23]3)[cH:16][cH:17]2)[C:48]([CH3:49])=[O:50])[cH:9]1. Reaction SMILES: [CH3:16][CH2:17][O:18][CH2:19][CH3:20].[N+:1](=[O:2])([O-:3])[c:4]1[c:5]([CH2:10][S:11](=[O:12])(=[O:13])[Cl:14])[cH:6][cH:7][cH:8][cH:9]1.[NH3:15]>>[N+:1](=[O:2])([O-:3])[c:4]1[c:5]([CH2:10][S:11](=[O:12])(=[O:13])[NH2:15])[cH:6][cH:7][cH:8][cH:9]1. The product is NS(=O)(=O)Cc1ccccc1[N+](=O)[O-]. The reactants are CCOCC, O=[N+]([O-])c1ccccc1CS(=O)(=O)Cl, N.